From a dataset of the Open Reaction Database (ORD), a public repository of structured organic reaction records. describe an organic reaction: reactants, conditions, products, and yield The reactants are C(#N)C1=CC=C(C=C1)C=1C=NN(C1OCOCC[Si](C)(C)C)C1=NC=C(C(=O)OC)C(=C1)C (methyl 6-(4-(4-cyanophenyl)-5-((2-(trimethylsilyl)ethoxy)methoxy)-1H-pyrazol-1-yl)-4-methylnicotinate), CO (methanol), [Li+].[OH-] (LiOH). Run in O (water). Conditions: temperature 50 celsius, time 8 hour. Product: C(#N)C1=CC=C(C=C1)C=1C=NN(C1O)C1=NC=C(C(=O)O)C(=C1)C (6-(4-(4-cyanophenyl)-5-hydroxy-1H-pyrazol-1-yl)-4-methylnicotinic acid). Yield: 51.7%. As a reaction SMILES: [C:1]([C:3]1[CH:8]=[CH:7][C:6]([C:9]2[CH:10]=[N:11][N:12]([C:23]3[CH:32]=[C:31]([CH3:33])[C:26]([C:27]([O:29]C)=[O:28])=[CH:25][N:24]=3)[C:13]=2[O:14]COCC[Si](C)(C)C)=[CH:5][CH:4]=1)#[N:2].CO.[Li+].[OH-]>O>[C:1]([C:3]1[CH:4]=[CH:5][C:6]([C:9]2[CH:10]=[N:11][N:12]([C:23]3[CH:32]=[C:31]([CH3:33])[C:26]([C:27]([OH:29])=[O:28])=[CH:25][N:24]=3)[C:13]=2[OH:14])=[CH:7][CH:8]=1)#[N:2] |f:2.3|. Procedure: Combined methyl 6-(4-(4-cyanophenyl)-5-((2-(trimethylsilyl)ethoxy)methoxy)-1H-pyrazol-1-yl)-4-methylnicotinate (8.67 g, 25.96 mmol), methanol (50 mL), water (50 mL) and LiOH (3.27 g, 77.87 mmol). The reaction mixture was stirred at room temperature for 6 h and at 50° C. overnight. The reaction mixture was concentrated to remove most of the methanol and then the pH was adjusted to 3 by addition of 3N HCl to give a solid. The solid was collected by filtration and dried in vacuum to give the title ... Reactants: CS(=O)(=O)C1=CC=C(C(=O)O)C=C1 (4-methanesulfonylbenzoic acid), NC1=NC=C(C=C1)Br (2-amino-5-bromopyridine), Cl.C(C)N=C=NCCCN(C)C (1-ethyl-3-(3-dimethylaminopropyl)carbodiimide hydrochloride). Reagents/catalysts: CN(C1=CC=NC=C1)C (4-(dimethylamino)pyridine). The solvent is ClCCl (dichloromethane), O (water). Reaction conditions: time 8 hour. The product is BrC=1C=CC(=NC1)NC(C1=CC=C(C=C1)S(=O)(=O)C)=O (N-(5-Bromopyridin-2-yl)-4-methanesulfonylbenzamide). Yield: 31.5%. As a reaction SMILES: [CH3:1][S:2]([C:5]1[CH:13]=[CH:12][C:8]([C:9]([OH:11])=O)=[CH:7][CH:6]=1)(=[O:4])=[O:3].[NH2:14][C:15]1[CH:20]=[CH:19][C:18]([Br:21])=[CH:17][N:16]=1.Cl.C(N=C=NCCCN(C)C)C>ClCCl.CN(C)C1C=CN=CC=1.O>[Br:21][C:18]1[CH:19]=[CH:20][C:15]([NH:14][C:9](=[O:11])[C:8]2[CH:7]=[CH:6][C:5]([S:2]([CH3:1])(=[O:3])=[O:4])=[CH:13][CH:12]=2)=[N:16][CH:17]=1 |f:2.3|. Procedure details: To a solution of 4-methanesulfonylbenzoic acid (100 mg, 0.50 mmol) and 2-amino-5-bromopyridine (104 mg, 0.60 mmol) in dry dichloromethane (10 mL) was added 4-(dimethylamino)pyridine (67 mg, 0.55 mmol) and 1-ethyl-3-(3-dimethylaminopropyl)carbodiimide hydrochloride (105 mg, 0.55 mmol). The mixture was stirred at room temperature overnight under N2, diluted with water (10 mL) and extracted with ethyl acetate. The organic layer was washed with brine, dried over anhydrous sodium sulfate and concentr... The reactants are [Al+3], C1CCOC1, CCOC(C)=O, [H-], [H-], [H-], [H-], [Li+], N#Cc1c(-c2ccc(Cl)cc2Cl)cc(-c2ccccc2)nc1N, O. The product is NCc1c(-c2ccc(Cl)cc2Cl)cc(-c2ccccc2)nc1N. RXN SMILES: [Al+3:25].[CH2:37]1[O:38][CH2:39][CH2:40][CH2:41]1.[CH3:31][CH2:32][O:33][C:34](=[O:35])[CH3:36].[H-:24].[H-:27].[H-:28].[H-:29].[Li+:26].[NH2:1][c:2]1[c:3]([C:4]#[N:5])[c:6](-[c:16]2[c:17]([Cl:23])[cH:18][c:19]([Cl:22])[cH:20][cH:21]2)[cH:7][c:8](-[c:10]2[cH:11][cH:12][cH:13][cH:14][cH:15]2)[n:9]1.[OH2:30]>>[NH2:1][c:2]1[c:3]([CH2:4][NH2:5])[c:6](-[c:16]2[c:17]([Cl:23])[cH:18][c:19]([Cl:22])[cH:20][cH:21]2)[cH:7][c:8](-[c:10]2[cH:11][cH:12][cH:13][cH:14][cH:15]2)[n:9]1. Starting materials: O=[N+]([O-])c1cccc(-n2cc(I)c3c(Cl)ncnc32)c1, N, C1COCCO1, O. Product: Nc1ncnc2c1c(I)cn2-c1cccc([N+](=O)[O-])c1. As a reaction SMILES: [Cl:1][c:2]1[c:3]2[c:4]([n:5][cH:6][n:7]1)[n:8](-[c:12]1[cH:13][c:14]([N+:18](=[O:19])[O-:20])[cH:15][cH:16][cH:17]1)[cH:9][c:10]2[I:11].[NH3:21].[O:23]1[CH2:24][CH2:25][O:26][CH2:27][CH2:28]1.[OH2:22]>>[c:2]1([NH2:21])[c:3]2[c:4]([n:5][cH:6][n:7]1)[n:8](-[c:12]1[cH:13][c:14]([N+:18](=[O:19])[O-:20])[cH:15][cH:16][cH:17]1)[cH:9][c:10]2[I:11]. Starting materials: OC1(c2ccc(Br)cc2)CCNCC1, CI, CC(C)=O, [K+], [K+], O=C([O-])[O-]. Yields the product CN1CCC(O)(c2ccc(Br)cc2)CC1. Reaction SMILES: [Br:1][c:2]1[cH:3][cH:4][c:5]([C:8]2([OH:14])[CH2:9][CH2:10][NH:11][CH2:12][CH2:13]2)[cH:6][cH:7]1.[CH3:15][I:16].[CH3:23][C:24](=[O:25])[CH3:26].[K+:17].[K+:18].[O-:19][C:20]([O-:21])=[O:22]>>[Br:1][c:2]1[cH:3][cH:4][c:5]([C:8]2([OH:14])[CH2:9][CH2:10][N:11]([CH3:20])[CH2:12][CH2:13]2)[cH:6][cH:7]1. Starting materials: C1(C=2C(C(N1)=O)=CC=CC2)=O.[K] (potassium phthalimide), BrCCO[Si](C)(C)C(C)(C)C (1-bromo-2-t-butyldimethylsilyloxyethane), [OH-].[Na+] (sodium hydroxide). Solvent: CN(C)C=O (DMF). Reaction conditions: temperature 75 celsius, time 5 hour. Product: [Si](C)(C)(C(C)(C)C)OCCN (O-(t-butyldimethylsilyl)ethanolamine). Yield: 150.1%. Reaction SMILES: C1(=O)[NH:5]C(=O)C2=CC=CC=C12.[K].Br[CH2:14][CH2:15][O:16][Si:17]([C:20]([CH3:23])([CH3:22])[CH3:21])([CH3:19])[CH3:18].[OH-].[Na+]>CN(C=O)C>[Si:17]([O:16][CH2:15][CH2:14][NH2:5])([C:20]([CH3:23])([CH3:22])[CH3:21])([CH3:19])[CH3:18] |f:0.1,3.4,^1:11|. Procedure: Nine grams (9 g) of potassium phthalimide was suspended in 100 mL of DMF to which 10 g of 1-bromo-2-t-butyldimethylsilyloxyethane (BrCH2CH2OTBDMS) was added and the mixture heated at 75° C. overnight. The mixture was added to 300 mL of a 5% sodium hydroxide (NaOH) solution and extracted with 300 mL of ether. The ether phase was washed twice with water, dried over Na2SO4 and the solvent removed under reduced pressure. The resulting solid was dissolved in 100 mL of CH3OH, then 3 mL of hydrazine (H...